This data is from the Open Reaction Database (ORD), a public repository of structured organic reaction records. The task is: describe an organic reaction: reactants, conditions, products, and yield The reactants are N1N=CC(=C1)B(O)O (Pyrazole-4-boronic acid), BrC1=CN=C(C=2N1N=CN2)NC2=CC(=C(C(=O)NCC=1C=NC(=CC1)C)C=C2)O (4-(5-bromo-[1,2,4]triazolo[1,5-a]pyrazin-8-ylamino)-2-hydroxy-N-[(6-methyl-pyridin-3-yl)methyl]benzamide), C(=O)([O-])[O-].[K+].[K+] (K2CO3), Pd(dppf)Cl2CH2Cl2, S(=O)(=O)(C)O.CO (MsOH MeOH). Run in CO.C(Cl)Cl (MeOH DCM). Reaction conditions: time 30 second. Product: COC1=C(C(=O)NCC=2C=NC(=CC2)C)C=CC(=C1)NC=1C=2N(C(=CN1)C=1C=NNC1)N=CN2 (2-Methoxy-N-(6-methylpyridin-3-yl)methyl-4-[5-(1H-pyrazol-4-yl)-[1,2,4]triazolo[1,5-a]pyrazin-8-ylamino]-benzamide), bis-mesylate. As a reaction SMILES: [NH:1]1[CH:5]=[C:4](B(O)O)[CH:3]=[N:2]1.Br[C:10]1[N:15]2[N:16]=[CH:17][N:18]=[C:14]2[C:13]([NH:19][C:20]2[CH:36]=[CH:35][C:23]([C:24]([NH:26][CH2:27][C:28]3[CH:29]=[N:30][C:31]([CH3:34])=[CH:32][CH:33]=3)=[O:25])=[C:22]([OH:37])[CH:21]=2)=[N:12][CH:11]=1.[C:38]([O-])([O-])=O.[K+].[K+].S(O)(C)(=O)=O.CO>CO.C(Cl)Cl>[CH3:38][O:37][C:22]1[CH:21]=[C:20]([NH:19][C:13]2[C:14]3[N:15]([N:16]=[CH:17][N:18]=3)[C:10]([C:4]3[CH:3]=[N:2][NH:1][CH:5]=3)=[CH:11][N:12]=2)[CH:36]=[CH:35][C:23]=1[C:24]([NH:26][CH2:27][C:28]1[CH:29]=[N:30][C:31]([CH3:34])=[CH:32][CH:33]=1)=[O:25] |f:2.3.4,5.6,7.8|. Procedure details: Pyrazole-4-boronic acid (19 mg, 0.17 mmol), 4-(5-bromo-[1,2,4]triazolo[1,5-a]pyrazin-8-ylamino)-2-hydroxy-N-[(6-methyl-pyridin-3-yl)methyl]benzamide (40 mg, 0.085 mmol), K2CO3 (24 mg, 0.17 mmol) and Pd(dppf)Cl2CH2Cl2 (4 mg, 0.005 mmol) are weighed into a sealable tube. The tube is flushed with nitrogen and dioxane-water (4:1, 4 mL) is added. The tube is sealed, placed in an ultrasonic bath under a flow of nitrogen gas for 30 seconds and then placed into an oil bath at 85° C. The reaction is stir... Isolated yield 78.3%. Yields the product FCC1=CC2=C(N(C(=N2)CN2C(N(C3=C2C=CC=C3)C(C)C)=O)CCC(C)C)C=C1 (1-[5-fluoromethyl-1-(3-methyl-butyl)-1H-benzoimidazol-2-ylmethyl]-3-isopropyl-1,3-dihydro-benzoimidazol-2-one). Reported procedure: To a solution of 1-[5-hydroxymethyl-1-(3-methyl-butyl)-1H-benzoimidazol-2-ylmethyl]-3-isopropyl-1,3-dihydro-benzoimidazol-2-one (41 mg, 0.10 mmol) in DCM (1 mL) was added DAST (32 mg, 0.20 mmol) at 0° C. The final solution was stirred at ambient temperature for 12 h then washed with sat. NaHCO3 and brine. The organic layer was dried over MgSO4 and evaporated. The residue was purified by slash chromatography (hexanes:EtOAc 2:1 to 1:1) to give 32 mg (78%) of 1-[5-fluoromethyl-1-(3-methyl-butyl)-1H... Starting materials: OCC1=CC2=C(N(C(=N2)CN2C(N(C3=C2C=CC=C3)C(C)C)=O)CCC(C)C)C=C1 (1-[5-hydroxymethyl-1-(3-methyl-butyl)-1H-benzoimidazol-2-ylmethyl]-3-isopropyl-1,3-dihydro-benzoimidazol-2-one), CCN(CC)S(F)(F)F (DAST), final solution. As a reaction SMILES: O[CH2:2][C:3]1[CH:30]=[CH:29][C:6]2[N:7]([CH2:24][CH2:25][CH:26]([CH3:28])[CH3:27])[C:8]([CH2:10][N:11]3[C:15]4[CH:16]=[CH:17][CH:18]=[CH:19][C:14]=4[N:13]([CH:20]([CH3:22])[CH3:21])[C:12]3=[O:23])=[N:9][C:5]=2[CH:4]=1.CCN(S(F)(F)[F:37])CC>C(Cl)Cl>[F:37][CH2:2][C:3]1[CH:30]=[CH:29][C:6]2[N:7]([CH2:24][CH2:25][CH:26]([CH3:28])[CH3:27])[C:8]([CH2:10][N:11]3[C:15]4[CH:16]=[CH:17][CH:18]=[CH:19][C:14]=4[N:13]([CH:20]([CH3:22])[CH3:21])[C:12]3=[O:23])=[N:9][C:5]=2[CH:4]=1. The solvent is C(Cl)Cl (DCM). Reactants: [S] (sulfur), O1C(C=C)C1 (3,4-epoxy-1-butene), O1CC1CCCCC=C (1,2-epoxy-7-octene), [H][H] (hydrogen), epoxyalkene. The reagents and catalysts are [Ni] (Raney-nickel). Yields the product O1C(C=C)C1 (3,4-epoxy-1-butene), C(C=CC)O (crotyl alcohol), C(CC=C)O (3-buten-1-ol), O1CC1CCCCC=C (1,2-epoxy-7-octene). The yield is 23.0%. As a reaction SMILES: [O:1]1[CH2:5][CH:2]1[CH:3]=[CH2:4].[O:6]1[CH:8]([CH2:9][CH2:10][CH2:11][CH2:12][CH:13]=[CH2:14])[CH2:7]1.[H][H].[S]>[Ni]>[O:1]1[CH2:5][CH:2]1[CH:3]=[CH2:4].[CH2:7]([OH:6])[CH:8]=[CH:9][CH3:10].[CH2:5]([OH:1])[CH2:2][CH:3]=[CH2:4].[O:6]1[CH:8]([CH2:9][CH2:10][CH2:11][CH2:12][CH:13]=[CH2:14])[CH2:7]1 |^3:16|. Procedure details: The significance of the conjugated epoxyalkene system in the reactants of this invention is demonstrated by the hydrogenation of 3,4-epoxy-1-butene and 1,2-epoxy-7-octene under mild conditions of 50°-55° C. and 4.6 bars hydrogen pressure using a sulfur-modified Raney-nickel catalyst. Such hydrogenation of 3,4-epoxy-1-butene gives 74% crotyl alcohol and 23% 3-buten-1-ol whereas the hydrogenation of 1,2-epoxy-7-octene (wherein the double bond and epoxy groups are separated by four carbon atoms) gi... Reported procedure: 0.271 g of P-(2-phenyl-2-chloro acetyl) dimethylamino-benzene (1 mmole) and 0.274 g of N-(2 hydroxy ethyl) aniline (2.0 mmole) were dissolved in 3 ml of dry ethanol and heated in a sealed tube at 80° C. for 8 hours. On cooling the product crystallized out as pale yellow needles, which was filtered and dried to yield 0.2 g of N-phenyl oxazine Compound 15. Conditions: temperature 80 celsius. RXN SMILES: O[CH2:2][CH2:3][NH:4][C:5]1[CH:10]=[CH:9][CH:8]=[CH:7][CH:6]=1.[CH2:11]([OH:13])[CH3:12]>>[C:5]1([N:4]2[CH:3]=[CH:2][CH:12]=[CH:11][O:13]2)[CH:10]=[CH:9][CH:8]=[CH:7][CH:6]=1. Product: C1(=CC=CC=C1)N1OC=CC=C1 (N-phenyl oxazine). The reactants are P-(2-phenyl-2-chloro acetyl) dimethylamino-benzene, OCCNC1=CC=CC=C1 (N-(2 hydroxy ethyl) aniline), C(C)O (ethanol). The reactants are ClC1=NC=2N3C(C(N(C2C=N1)C1(CC1)C1=CC=C(C=C1)Cl)=O)COCC3 (2-chloro-5-(1-(4-chlorophenyl)cyclopropyl)-6a,7,9,10-tetrahydro-[1,4]oxazino[3,4-h]pteridin-6(5H)-one), CNC(=O)NC1=CC=C(C=C1)B1OC(C(O1)(C)C)(C)C (1-methyl-3-(4-(4,4,5,5-tetramethyl-1,3,2-dioxaborolan-2-yl)phenyl)urea). Reagents/catalysts: C1=CC=C(C=C1)P([C-]2C=CC=C2)C3=CC=CC=C3.C1=CC=C(C=C1)P([C-]2C=CC=C2)C3=CC=CC=C3.Cl[Pd]Cl.[Fe+2] (PdCl2(dppf)). Run in O1CCOCC1 (dioxane), C(=O)(O)[O-].[Na+] (NaHCO3). The product is ClC1=CC=C(C=C1)C1(CC1)N1C=2C=NC(=NC2N2C(C1=O)COCC2)C2=CC=C(C=C2)NC(=O)NC (1-(4-(5-(1-(4-chlorophenyl)cyclopropyl)-6-oxo-5,6,6a,7,9,10-hexahydro-[1,4]oxazino[3,4-h]pteridin-2-yl)phenyl)-3-methylurea). RXN SMILES: Cl[C:2]1[N:11]=[CH:10][C:9]2[N:8]([C:12]3([C:15]4[CH:20]=[CH:19][C:18]([Cl:21])=[CH:17][CH:16]=4)[CH2:14][CH2:13]3)[C:7](=[O:22])[CH:6]3[CH2:23][O:24][CH2:25][CH2:26][N:5]3[C:4]=2[N:3]=1.[CH3:27][NH:28][C:29]([NH:31][C:32]1[CH:37]=[CH:36][C:35](B2OC(C)(C)C(C)(C)O2)=[CH:34][CH:33]=1)=[O:30]>O1CCOCC1.C([O-])(O)=O.[Na+].C1C=CC(P(C2C=CC=CC=2)[C-]2C=CC=C2)=CC=1.C1C=CC(P(C2C=CC=CC=2)[C-]2C=CC=C2)=CC=1.Cl[Pd]Cl.[Fe+2]>[Cl:21][C:18]1[CH:19]=[CH:20][C:15]([C:12]2([N:8]3[C:7](=[O:22])[CH:6]4[CH2:23][O:24][CH2:25][CH2:26][N:5]4[C:4]4[N:3]=[C:2]([C:35]5[CH:34]=[CH:33][C:32]([NH:31][C:29]([NH:28][CH3:27])=[O:30])=[CH:37][CH:36]=5)[N:11]=[CH:10][C:9]3=4)[CH2:14][CH2:13]2)=[CH:16][CH:17]=1 |f:3.4,5.6.7.8|. Procedure: The title compound was prepared in a manner similar to EXAMPLE 84 using 2-chloro-5-(1-(4-chlorophenyl)cyclopropyl)-6a,7,9,10-tetrahydro-[1,4]oxazino[3,4-h]pteridin-6(5H)-one (PREPARATION x36, 100 mg, 0.256 mmol), 1-methyl-3-(4-(4,4,5,5-tetramethyl-1,3,2-dioxaborolan-2-yl)phenyl)urea (141 mg, 0.511 mmol), and PdCl2(dppf) (18.70 mg, 0.026 mmol) in dioxane (2 mL) and aqueous saturated NaHCO3 (0.4 mL). 1H NMR (400 MHz, DMSO-d6) δ 1.10-1.24 (m, 2H), 1.46-1.60 (m, 2H), 2.54-2.60 (d, 3H), 2.84-3.03 (m,... Starting materials: [BH4-], CO, Cl, [Na+], O=C(CCC1CCNCC1)c1ccnc2ccccc12. Product: OC(CCC1CCNCC1)c1ccnc2ccccc12. RXN SMILES: [BH4-:1].[CH3:24][OH:25].[ClH:23].[Na+:2].[n:3]1[cH:4][cH:5][c:6]([C:13]([CH2:14][CH2:15][CH:16]2[CH2:17][CH2:18][NH:19][CH2:20][CH2:21]2)=[O:22])[c:7]2[cH:8][cH:9][cH:10][cH:11][c:12]12>>[n:3]1[cH:4][cH:5][c:6]([CH:13]([CH2:14][CH2:15][CH:16]2[CH2:17][CH2:18][NH:19][CH2:20][CH2:21]2)[OH:22])[c:7]2[cH:8][cH:9][cH:10][cH:11][c:12]12. Reactants: CO, Cc1cc([N+](=O)[O-])cc(C)c1Oc1ccc(O)c(S(=O)(=O)CC2CC2)c1. Yields the product Cc1cc(N)cc(C)c1Oc1ccc(O)c(S(=O)(=O)CC2CC2)c1. RXN SMILES: [CH3:27][OH:28].[CH:1]1([CH2:4][S:5](=[O:6])(=[O:7])[c:8]2[c:9]([OH:26])[cH:10][cH:11][c:12]([O:14][c:15]3[c:16]([CH3:25])[cH:17][c:18]([N+:22]([O-:23])=[O:24])[cH:19][c:20]3[CH3:21])[cH:13]2)[CH2:2][CH2:3]1>>[CH:1]1([CH2:4][S:5](=[O:6])(=[O:7])[c:8]2[c:9]([OH:26])[cH:10][cH:11][c:12]([O:14][c:15]3[c:16]([CH3:25])[cH:17][c:18]([NH2:22])[cH:19][c:20]3[CH3:21])[cH:13]2)[CH2:2][CH2:3]1.